Dataset: the Open Reaction Database (ORD), a public repository of structured organic reaction records. Task: describe an organic reaction: reactants, conditions, products, and yield Reactants: Br/C=C/c1ccc(OC)cc1, Cl[C@H](CC1)c2c1cccc2. The reagents and catalysts are [Na+].[I-], Cl[Ni]Cl.COCCOC, C1(C2(C3=N[C@H](c4ccccc4C5)[C@H]5O3)CC2)=N[C@H]6[C@H](Cc7ccccc76)O1. Run in CC(N(C)C)=O. Conditions: temperature 0 celsius, time 3.25 hour. Product: COc1ccc(/C=C/[C@@H]2CCc3ccccc32)cc1. Yield: 79.0%.